Dataset: the Open Reaction Database (ORD), a public repository of structured organic reaction records. Task: describe an organic reaction: reactants, conditions, products, and yield The reactants are Brc1ccc2c(N3CCCCC3)nncc2c1, O=C([O-])[O-], COCCOC, CCO, Cc1ccc(C(=O)NC2CC2)cc1B1OC(C)(C)C(C)(C)O1, [K+], [K+], c1ccc(P(c2ccccc2)(c2ccccc2)[Pd](P(c2ccccc2)(c2ccccc2)c2ccccc2)(P(c2ccccc2)(c2ccccc2)c2ccccc2)P(c2ccccc2)(c2ccccc2)c2ccccc2)cc1. The product is Cc1ccc(C(=O)NC2CC2)cc1-c1ccc2c(N3CCCCC3)nncc2c1. As a reaction SMILES: [Br:1][c:2]1[cH:3][c:4]2[cH:5][n:6][n:7][c:8]([N:12]3[CH2:13][CH2:14][CH2:15][CH2:16][CH2:17]3)[c:9]2[cH:10][cH:11]1.[C:40](=[O:41])([O-:42])[O-:43].[CH3:46][O:47][CH2:48][CH2:49][O:50][CH3:51].[CH3:52][CH2:53][OH:54].[CH:18]1([NH:21][C:22]([c:23]2[cH:24][c:25]([B:30]3[O:31][C:32]([CH3:33])([CH3:34])[C:35]([CH3:36])([CH3:37])[O:38]3)[c:26]([CH3:29])[cH:27][cH:28]2)=[O:39])[CH2:19][CH2:20]1.[K+:44].[K+:45].[cH:55]1[cH:56][cH:57][c:58]([P:59]([Pd:60]([P:61]([c:62]2[cH:63][cH:64][cH:65][cH:66][cH:67]2)([c:68]2[cH:69][cH:70][cH:71][cH:72][cH:73]2)[c:74]2[cH:75][cH:76][cH:77][cH:78][cH:79]2)([P:80]([c:81]2[cH:82][cH:83][cH:84][cH:85][cH:86]2)([c:87]2[cH:88][cH:89][cH:90][cH:91][cH:92]2)[c:93]2[cH:94][cH:95][cH:96][cH:97][cH:98]2)[P:99]([c:100]2[cH:101][cH:102][cH:103][cH:104][cH:105]2)([c:106]2[cH:107][cH:108][cH:109][cH:110][cH:111]2)[c:112]2[cH:113][cH:114][cH:115][cH:116][cH:117]2)([c:118]2[cH:119][cH:120][cH:121][cH:122][cH:123]2)[c:124]2[cH:125][cH:126][cH:127][cH:128][cH:129]2)[cH:130][cH:131]1>>[c:2]1(-[c:25]2[cH:24][c:23]([C:22]([NH:21][CH:18]3[CH2:19][CH2:20]3)=[O:39])[cH:28][cH:27][c:26]2[CH3:29])[cH:3][c:4]2[cH:5][n:6][n:7][c:8]([N:12]3[CH2:13][CH2:14][CH2:15][CH2:16][CH2:17]3)[c:9]2[cH:10][cH:11]1. Starting materials: CC=1OC2=C(C=CC=C2C(C1)=O)C=C(C(C)=O)C(C)=O (3-[(2-methyl-4-oxo-4H-chromen-8-yl)methylene]pentane-2,4-dione), NC1=CC(NC=N1)=O (6-aminopyrimidin-4(3H)-one). Solvent: C(C)(C)O (isopropanol). The product is C(C)(=O)C=1C(C2=C(N=CNC2=O)NC1C)C=1C=CC=C2C(C=C(OC12)C)=O (6-Acetyl-7-methyl-5-(2-methyl-4-oxo-4H-chromen-8-yl)-5,8-dihydropyrido[2,3-d]pyrimidin-4(3H)-one). RXN SMILES: [CH3:1][C:2]1[O:3][C:4]2[C:9]([C:10](=[O:12])[CH:11]=1)=[CH:8][CH:7]=[CH:6][C:5]=2[CH:13]=[C:14]([C:18](=[O:20])[CH3:19])[C:15](=O)[CH3:16].[NH2:21][C:22]1[N:27]=[CH:26][NH:25][C:24](=[O:28])[CH:23]=1>C(O)(C)C>[C:18]([C:14]1[CH:13]([C:5]2[CH:6]=[CH:7][CH:8]=[C:9]3[C:4]=2[O:3][C:2]([CH3:1])=[CH:11][C:10]3=[O:12])[C:23]2[C:24](=[O:28])[NH:25][CH:26]=[N:27][C:22]=2[NH:21][C:15]=1[CH3:16])(=[O:20])[CH3:19]. Reported procedure: 500 mg (1.85 mmol) of 3-[(2-methyl-4-oxo-4H-chromen-8-yl)methylene]pentane-2,4-dione are mixed with 308 mg (2.77 mmol) of 6-aminopyrimidin-4(3H)-one, dissolved in 10 ml of isopropanol and heated under reflux under argon for 2 days. The mixture is then concentrated and the residue is recrystallized from methanol. 341 mg (51% of theory) of the title compound are obtained as a yellow solid. Reactants: COC1C2=C(OCC3=C1C=CC=C3)C=C(C=C2)C(=O)OC (methyl 11-methoxy-6,11-dihydrodibenz[b,e]oxepin-3-carboxylate), C(#N)CC(=O)OCC (ethyl cyanoacetate), C(C)(C)N(CC)C(C)C (diisopropylethylamine), C1=CC=CC=C1 (benzene). The reagents and catalysts are [Ti](Cl)(Cl)(Cl)Cl (Titanium tetrachloride). Solvent: C(C)(=O)OCC (ethyl acetate), CO (Methanol). Run at time 2 day. Yields the product COC(=O)C=1C=CC2=C(OCC3=C(C2C(C(=O)OCC)C#N)C=CC=C3)C1 (Ethyl (3-methoxycarbonyl-6,11-dihydrodibenz [b,e]oxepin-11-yl)cyanoacetate). Isolated yield 11.0%. RXN SMILES: CO[CH:3]1[C:9]2[CH:10]=[CH:11][CH:12]=[CH:13][C:8]=2[CH2:7][O:6][C:5]2[CH:14]=[C:15]([C:18]([O:20][CH3:21])=[O:19])[CH:16]=[CH:17][C:4]1=2.[C:22]([CH2:24][C:25]([O:27][CH2:28][CH3:29])=[O:26])#[N:23].C(N(C(C)C)CC)(C)C.C1C=CC=CC=1>C(OCC)(=O)C.[Ti](Cl)(Cl)(Cl)Cl.CO>[CH3:21][O:20][C:18]([C:15]1[CH:16]=[CH:17][C:4]2[CH:3]([CH:24]([C:22]#[N:23])[C:25]([O:27][CH2:28][CH3:29])=[O:26])[C:9]3[CH:10]=[CH:11][CH:12]=[CH:13][C:8]=3[CH2:7][O:6][C:5]=2[CH:14]=1)=[O:19]. Reported procedure: Titanium tetrachloride (2.3 m) was added to a mixture of 4.95 g of methyl 11-methoxy-6,11-dihydrodibenz[b,e]oxepin-3-carboxylate, 2.8 ml of ethyl cyanoacetate, 4.6 ml of diisopropylethylamine and 400 ml of benzene under ice cooling, and the mixture was stirred at room temperature for 2 days. Methanol (5 ml) was added thereto, and the mixture was diluted with ethyl acetate. The solution was washed with a saturated aqueous solution of sodium chloride and dried over anhydrous magnesium sulfate. The... Starting materials: BrC1=CC=2N(C=C1)C(=CN2)C(=O)OCC (ethyl 7-bromoimidazo[1,2-a]pyridine-3-carboxylate), O.[OH-].[Li+] (lithium hydroxide monohydrate), O1CCCC1.C(C)O.O (tetrahydrofuran ethanol water), O (Water). Run in ClCCl (dichloromethane). Run at time 8 hour. The product is BrC1=CC=2N(C=C1)C(=CN2)C(=O)O (7-bromoimidazo[1,2-a]pyridine-3-carboxylic acid). Yield: 61.5%. RXN SMILES: [Br:1][C:2]1[CH:7]=[CH:6][N:5]2[C:8]([C:11]([O:13]CC)=[O:12])=[CH:9][N:10]=[C:4]2[CH:3]=1.O.[OH-].[Li+].O1CCCC1.C(O)C.O.O>ClCCl>[Br:1][C:2]1[CH:7]=[CH:6][N:5]2[C:8]([C:11]([OH:13])=[O:12])=[CH:9][N:10]=[C:4]2[CH:3]=1 |f:1.2.3,4.5.6|. Procedure details: Added ethyl 7-bromoimidazo[1,2-a]pyridine-3-carboxylate (15 g, 56 mmol) and lithium hydroxide monohydrate (3 g, 71.4 mmol) into tetrahydrofuran/ethanol/water (1:2:1, 560 mL total) solution. After stirring at ambient temperature overnight, the solvent was removed under vacuum to give a yellow gum. Water (300 mL) and dichloromethane was added, and the phases were separated. The aqueous layer was cooled in an ice-water bath before adjusting the pH to 3 using 2N sulfuric acid. The product precipitat... The reactants are C(C)(C)N(CC)C(C)C (Diisopropylethylamine), ClC1=NC=2N(C(=C1)N(C(OC(C)(C)C)=O)C1CC1)N=CC2C=O (tert-butyl 5-chloro-3-formylpyrazolo[1,5-a]pyrimidin-7-yl(cyclopropyl)carbamate), C(C1=CC=CC=C1)S (Benzyl mercaptan). The solvent is C(C)O (ethanol), C(C)O (ethanol). Reaction conditions: time 2 minute. Product: C(C1=CC=CC=C1)SC1=NC=2N(C(=C1)N(C(OC(C)(C)C)=O)C1CC1)N=CC2C=O (tert-butyl 5-(benzylthio)-3-formylpyrazolo[1,5-a]pyrimidin-7-yl(cyclopropyl)carbamate). Yield: 47.1%. Reaction SMILES: C(N(C(C)C)CC)(C)C.Cl[C:11]1[CH:16]=[C:15]([N:17]([CH:25]2[CH2:27][CH2:26]2)[C:18](=[O:24])[O:19][C:20]([CH3:23])([CH3:22])[CH3:21])[N:14]2[N:28]=[CH:29][C:30]([CH:31]=[O:32])=[C:13]2[N:12]=1.[CH2:33]([SH:40])[C:34]1[CH:39]=[CH:38][CH:37]=[CH:36][CH:35]=1>C(O)C>[CH2:33]([S:40][C:11]1[CH:16]=[C:15]([N:17]([CH:25]2[CH2:27][CH2:26]2)[C:18](=[O:24])[O:19][C:20]([CH3:23])([CH3:22])[CH3:21])[N:14]2[N:28]=[CH:29][C:30]([CH:31]=[O:32])=[C:13]2[N:12]=1)[C:34]1[CH:39]=[CH:38][CH:37]=[CH:36][CH:35]=1. Procedure: Diisopropylethylamine (256 μL, 1.48 mmol) was added to tert-butyl 5-chloro-3-formylpyrazolo[1,5-a]pyrimidin-7-yl(cyclopropyl)carbamate (250 mg, 0.74 mmol) suspended in ethanol (2.5 mL). Benzyl mercaptan (191 μL, 1.48 mmol) was added and the reaction was homogeneous after ˜2 min. After 10 min, the reaction was diluted with ethanol (3 mL) and the precipitate was filtered and washed with ethanol (10 mL) to yield tert-butyl 5-(benzylthio)-3-formylpyrazolo[1,5-a]pyrimidin-7-yl(cyclopropyl)carbamate (...